The task is: describe an organic reaction: reactants, conditions, products, and yield. This data is from the Open Reaction Database (ORD), a public repository of structured organic reaction records. Reactants: CCOC(=O)C1CCCN(CCOCC=C(c2ccccc2)c2cccc(Cl)c2)C1, CCO, [Na+], [OH-]. The product is O=C(O)C1CCCN(CCOCC=C(c2ccccc2)c2cccc(Cl)c2)C1. RXN SMILES: [CH2:1]([CH3:2])[O:3][C:4](=[O:5])[CH:6]1[CH2:7][N:8]([CH2:12][CH2:13][O:14][CH2:15][CH:16]=[C:17]([c:18]2[cH:19][cH:20][cH:21][cH:22][cH:23]2)[c:24]2[cH:25][c:26]([Cl:30])[cH:27][cH:28][cH:29]2)[CH2:9][CH2:10][CH2:11]1.[CH3:33][CH2:34][OH:35].[Na+:32].[OH-:31]>>[O:3]=[C:4]([OH:5])[CH:6]1[CH2:7][N:8]([CH2:12][CH2:13][O:14][CH2:15][CH:16]=[C:17]([c:18]2[cH:19][cH:20][cH:21][cH:22][cH:23]2)[c:24]2[cH:25][c:26]([Cl:30])[cH:27][cH:28][cH:29]2)[CH2:9][CH2:10][CH2:11]1.